Dataset: the Open Reaction Database (ORD), a public repository of structured organic reaction records. Task: describe an organic reaction: reactants, conditions, products, and yield Starting materials: CCCCO, CCCC[O-], BrCC1C=CCCCCC1, [K], c1c[nH]cn1. The product is C1=CC(Cn2ccnc2)CCCCC1. RXN SMILES: [CH2:22]([OH:23])[CH2:24][CH2:25][CH3:26].[CH3:17][CH2:18][CH2:19][CH2:20][O-:21].[CH:1]1([CH2:9][Br:10])[CH:2]=[CH:3][CH2:4][CH2:5][CH2:6][CH2:7][CH2:8]1.[K:16].[nH:11]1[cH:12][n:13][cH:14][cH:15]1>>[CH:1]1([CH2:9][n:11]2[cH:12][n:13][cH:14][cH:15]2)[CH:2]=[CH:3][CH2:4][CH2:5][CH2:6][CH2:7][CH2:8]1. Reactants: C(C)(=O)N1CCC(CC1)=O (1-acetyl-4-piperidinone), C1(=CC=C(C=C1)S(=O)(=O)O)C (p-toluenesulfonic acid), C1(=CC=CC=C1)C (toluene), N1CCCC1 (pyrrolidine). Run in O (water), C1=CC=CC=C1 (benzene). The product is N1(CCCC1)C=1CCN(CC1)C(C)=O (1-(4-pyrrolidin-1-yl-3,6-dihydro-2H-pyridin-1-yl)-ethanone). RXN SMILES: [C:1]([N:4]1[CH2:9][CH2:8][C:7](=O)[CH2:6][CH2:5]1)(=[O:3])[CH3:2].C1(C)C=CC=CC=1.[NH:18]1[CH2:22][CH2:21][CH2:20][CH2:19]1.C1(C)C=CC(S(O)(=O)=O)=CC=1>O.C1C=CC=CC=1>[N:18]1([C:7]2[CH2:6][CH2:5][N:4]([C:1](=[O:3])[CH3:2])[CH2:9][CH:8]=2)[CH2:22][CH2:21][CH2:20][CH2:19]1. Procedure details: In stage 1, the compound 1-acetyl-4-piperidinone is reacted in a reaction medium, preferably selected from the group consisting of toluene and benzene, with pyrrolidine in the presence of a catalytic quantity of an acid, preferably in the presence of p-toluenesulfonic acid, with refluxing on a water separator to yield the compound 1-(4-pyrrolidin-1-yl-3,6-dihydro-2H-pyridin-1-yl)-ethanone (A). Reactants: ClCCCCCCC#C[Mg]Cl (8-chloro-1-octynyl magnesium chloride), C(\C=C\C)Cl ((E)-2-butenyl chloride), aqueous solution, [Cl-].[NH4+] (ammonium chloride), Cl (hydrogen chloride). Reagents/catalysts: [Cu]Cl (copper (I) chloride). The solvent is O1CCCC1 (tetrahydrofuran). Reaction conditions: time 1.5 hour. Product: ClCCCCCCC#CC\C=C\C (1-chloro-(E)-10-dodecen-7-yne). Yield: 75.6%. RXN SMILES: [Cl:1][CH2:2][CH2:3][CH2:4][CH2:5][CH2:6][CH2:7][C:8]#[C:9][Mg]Cl.[CH2:12](Cl)/[CH:13]=[CH:14]/[CH3:15].[Cl-].[NH4+].Cl>O1CCCC1.[Cu]Cl>[Cl:1][CH2:2][CH2:3][CH2:4][CH2:5][CH2:6][CH2:7][C:8]#[C:9][CH2:12]/[CH:13]=[CH:14]/[CH3:15] |f:2.3|. Procedure details: A Grignard mixture containing 3 moles of 8-chloro-1-octynyl magnesium chloride in 900 g of tetrahydrofuran was introduced into a reaction vessel and agitated for several minutes with addition of 3 g of copper (I) chloride. Thereafteer, 271.5 g (3 moles) of (E)-2-butenyl chloride were added dropwise to the mixture which was kept at a temperature not to exceed 65° C. followed by further continued agitation for 1.5 hours to complete the reaction. Thereafter, 800 g of an aqueous solution containing ... Reactants: CS(=O)(=O)Cl, CCN(C(C)C)C(C)C, ClCCl, O=C1CNC(=O)N1c1cccc(I)c1. Product: CS(=O)(=O)N1CC(=O)N(c2cccc(I)c2)C1=O. As a reaction SMILES: [CH3:24][S:25]([Cl:26])(=[O:27])=[O:28].[CH:15]([N:16]([CH2:17][CH3:18])[CH:19]([CH3:20])[CH3:21])([CH3:22])[CH3:23].[Cl:29][CH2:30][Cl:31].[I:1][c:2]1[cH:3][c:4]([N:8]2[C:9](=[O:14])[NH:10][CH2:11][C:12]2=[O:13])[cH:5][cH:6][cH:7]1>>[I:1][c:2]1[cH:3][c:4]([N:8]2[C:9](=[O:14])[N:10]([S:25]([CH3:24])(=[O:27])=[O:28])[CH2:11][C:12]2=[O:13])[cH:5][cH:6][cH:7]1. The reactants are O1C(=CC2=C1C=CC=C2)C=2C(=NC=C(N2)Br)NC(OC(C)(C)C)=O (tert-butyl N-[3-(benzofuran-2-yl)-5-bromo-pyrazin-2-yl]carbamate), C(C)S(=O)(=O)N1CCNCC1 (1-ethylsulfonylpiperazine), Cl (HCl), O1CCOCC1 (dioxane). The solvent is COCCO (2-methoxyethanol). Conditions: time 3 hour. Yields the product O1C(=CC2=C1C=CC=C2)C=2C(=NC=C(N2)N2CCN(CC2)S(=O)(=O)CC)N (3-(benzofuran-2-yl)-5-(4-(ethylsulfonyl)piperazin-1-yl)pyrazin-2-amine). The yield is 12.0%. As a reaction SMILES: [O:1]1[C:5]2[CH:6]=[CH:7][CH:8]=[CH:9][C:4]=2[CH:3]=[C:2]1[C:10]1[C:11]([NH:17]C(=O)OC(C)(C)C)=[N:12][CH:13]=[C:14](Br)[N:15]=1.[CH2:25]([S:27]([N:30]1[CH2:35][CH2:34][NH:33][CH2:32][CH2:31]1)(=[O:29])=[O:28])[CH3:26].Cl.O1CCOCC1>COCCO>[O:1]1[C:5]2[CH:6]=[CH:7][CH:8]=[CH:9][C:4]=2[CH:3]=[C:2]1[C:10]1[C:11]([NH2:17])=[N:12][CH:13]=[C:14]([N:33]2[CH2:32][CH2:31][N:30]([S:27]([CH2:25][CH3:26])(=[O:28])=[O:29])[CH2:35][CH2:34]2)[N:15]=1. Procedure details: A solution of tert-butyl N-[3-(benzofuran-2-yl)-5-bromo-pyrazin-2-yl]carbamate, 1-ethylsulfonylpiperazine (164.5 mg, 0.9228 mmol) and 2-methoxyethanol (3 mL) were heated at 100° C. for 3 hours. The reaction mixture was allowed to cool to RT, treated with HCl in dioxane (384.5 μL of 4 M, 1.538 mmol) and allowed to stir at RT for 3 hours. The mixture was concentrated in vacuo and the resultant residue was purified by reverse phase preparative HPLC [Waters Sunfire C18, 10 uM, 100A column, gradient ... The reactants are CS(=O)(=O)OCC[C@H](CC1=CC=C(C=C1)C(F)(F)F)NC(=O)OC(C)(C)C ((S)-3-(tert-Butoxycarbonylamino)-4-(4-(trifluoromethyl)phenyl)butyl methanesulfonate), [N-]=[N+]=[N-].[Na+] (NaN3), O (Water), CCOC(=O)C (EtOAc). Solvent: CN(C)C=O (DMF). Conditions: temperature 70 celsius. The product is N(=[N+]=[N-])CC[C@H](CC1=CC=C(C=C1)C(F)(F)F)NC(OC(C)(C)C)=O ((S)-tert-Butyl 4-azido-1-(4-(trifluoromethyl)phenyl)butan-2-ylcarbamate). As a reaction SMILES: CS(O[CH2:6][CH2:7][C@@H:8]([NH:20][C:21]([O:23][C:24]([CH3:27])([CH3:26])[CH3:25])=[O:22])[CH2:9][C:10]1[CH:15]=[CH:14][C:13]([C:16]([F:19])([F:18])[F:17])=[CH:12][CH:11]=1)(=O)=O.[N-:28]=[N+:29]=[N-:30].[Na+].O.CCOC(C)=O>CN(C=O)C>[N:28]([CH2:6][CH2:7][C@@H:8]([NH:20][C:21](=[O:22])[O:23][C:24]([CH3:27])([CH3:26])[CH3:25])[CH2:9][C:10]1[CH:15]=[CH:14][C:13]([C:16]([F:19])([F:18])[F:17])=[CH:12][CH:11]=1)=[N+:29]=[N-:30] |f:1.2|. Procedure details: (S)-3-(tert-Butoxycarbonylamino)-4-(4-(trifluoromethyl)phenyl)butyl methanesulfonate from the previous reaction was dissolved in 25 mL DMF and NaN3 (1.3 g, 20 mmol) was added. The mixture was heated to 70° C. for 4 hours and cooled back to room temperature. Water and EtOAc were added and the phases were separated. The aqueous phase was extracted with EtOAc (3×100 mL) and the combined organic layers were dried over MgSO4 and evaporated. Glass column chromatography (10% EtOAc in hexanes) provided ...